Dataset: the Open Reaction Database (ORD), a public repository of structured organic reaction records. Task: describe an organic reaction: reactants, conditions, products, and yield Starting materials: CC1=NOC(=C1C=1C=C(C2=C(NC(=N2)OCC)C1)C(=O)C1=NC=CC=C1)C ((6-(3,5-dimethylisoxazol-4-yl)-2-ethoxy-1H-benzo[d]imidazol-4-yl)(pyridin-2-yl)methanone), CCO (EtOH), Cl.O1CCOCC1 (HCl dioxane), C(C)[Mg]Br (ethylmagnesium bromide). Solvent: C1CCOC1 (THF). Reaction conditions: time 10 minute. The product is CC1=NOC(=C1C=1C=C(C2=C(NC(N2)=O)C1)C(CC)(C1=NC=CC=C1)O)C (6-(3,5-dimethylisoxazol-4-yl)-4-(1-hydroxy-1-(pyridin-2-yl)propyl)-1H-benzo[d]imidazol-2(3H)-one). RXN SMILES: [CH3:1][C:2]1[C:6]([C:7]2[CH:8]=[C:9]([C:19]([C:21]3[CH:26]=[CH:25][CH:24]=[CH:23][N:22]=3)=[O:20])[C:10]3[N:14]=[C:13]([O:15]CC)[NH:12][C:11]=3[CH:18]=2)=[C:5]([CH3:27])[O:4][N:3]=1.[CH2:28]([Mg]Br)[CH3:29].CCO.Cl.O1CCOCC1>C1COCC1>[CH3:1][C:2]1[C:6]([C:7]2[CH:8]=[C:9]([C:19]([OH:20])([C:21]3[CH:26]=[CH:25][CH:24]=[CH:23][N:22]=3)[CH2:28][CH3:29])[C:10]3[NH:14][C:13](=[O:15])[NH:12][C:11]=3[CH:18]=2)=[C:5]([CH3:27])[O:4][N:3]=1 |f:3.4|. Procedure: (6-(3,5-dimethylisoxazol-4-yl)-2-ethoxy-1H-benzo[d]imidazol-4-yl)(pyridin-2-yl)methanone (20 mg, 0.055 mmol) was dissolved in dry THF (0.5 mL) and ethylmagnesium bromide (1.0 M, 0.27 mL, 0.27 mmol) was added dropwise. The reaction was allowed to stir at r.t. for 10 minutes and then a mixture of EtOH (1 mL) and 4.0M HCl/dioxane (0.5 mL) was added and the reaction was heated to 65° C. for 3 hours. The reaction was concentrated and purified by reverse-phase HPLC to afford the desired product as a w... Starting materials: [OH-].[K+] (KOH), NC(CO)CO (2-amino-1,3-propandiol), C(C=C)#N (acrylonitrile). Solvent: O1CCOCC1 (1,4-dioxane). Reaction conditions: temperature 0 celsius, time 10 minute. The product is NC(COCCC#N)COCCC#N (3-[2-Amino-3-(2-cyanoethoxy)propoxy]-propionitrile). RXN SMILES: [NH2:1][CH:2]([CH2:5][OH:6])[CH2:3][OH:4].[OH-].[K+].[C:9](#[N:12])[CH:10]=[CH2:11]>O1CCOCC1>[NH2:1][CH:2]([CH2:5][O:6][CH2:11][CH2:10][C:9]#[N:12])[CH2:3][O:4][CH2:11][CH2:10][C:9]#[N:12] |f:1.2|. Procedure details: To a suspension of 2-amino-1,3-propandiol (3.0 g, 0.033 mol) in 1,4-dioxane (8 mL) was added aqueous 40% KOH (0.46 mL, 0.003 mol), and the mixture was stirred for 10 minutes. The reaction solution was cooled to 0° C., and acrylonitrile (5.20 mL, 0.079 mol) was added with a syringe. The reaction was then warmed to room temperature, stirred overnight, and concentrated under reduced pressure. The residue was diluted with CH2Cl2 (120 mL) and washed with saturated aqueous NaHCO3 (2×70 mL) and H2O (2×... Reactants: BrCc1ccccc1, O=C([O-])[O-], [K+], [K+], O=[N+]([O-])c1ccc2[nH]ncc2c1, CN(C)C=O, O. Product: O=[N+]([O-])c1ccc2c(cnn2Cc2ccccc2)c1. RXN SMILES: [Br:24][CH2:25][c:26]1[cH:27][cH:28][cH:29][cH:30][cH:31]1.[C:18](=[O:19])([O-:20])[O-:21].[K+:22].[K+:23].[N+:6](=[O:7])([O-:8])[c:9]1[cH:10][c:11]2[cH:12][n:13][nH:14][c:15]2[cH:16][cH:17]1.[O:1]=[CH:2][N:3]([CH3:4])[CH3:5].[OH2:32]>>[N+:6](=[O:7])([O-:8])[c:9]1[cH:10][c:11]2[cH:12][n:13][n:14]([CH2:25][c:26]3[cH:27][cH:28][cH:29][cH:30][cH:31]3)[c:15]2[cH:16][cH:17]1. Reactants: BrC1=CC=C(C=N1)CCC(=O)O (3-(6-bromo-pyridin-3-yl)-propionic acid), [B-](F)(F)(F)F.CCOC(=O)C(=NOC(=[N+](C)C)N(C)C)C#N (TOTU), N1CCCCC1 (piperidine). Solvent: CN(C)C=O (DMF). Run at time 15 minute. Yields the product BrC1=CC=C(C=N1)CCC(=O)N1CCCCC1 (3-(6-Bromo-pyridin-3-yl)-1-(piperidin-1-yl)-propan-1-one). Reaction SMILES: [Br:1][C:2]1[N:7]=[CH:6][C:5]([CH2:8][CH2:9][C:10]([OH:12])=O)=[CH:4][CH:3]=1.[B-](F)(F)(F)F.CCOC(C(C#N)=NOC(N(C)C)=[N+](C)C)=O.[NH:35]1[CH2:40][CH2:39][CH2:38][CH2:37][CH2:36]1>CN(C=O)C>[Br:1][C:2]1[N:7]=[CH:6][C:5]([CH2:8][CH2:9][C:10]([N:35]2[CH2:40][CH2:39][CH2:38][CH2:37][CH2:36]2)=[O:12])=[CH:4][CH:3]=1 |f:1.2|. Procedure details: 9 g (39 mmol) of 3-(6-bromo-pyridin-3-yl)-propionic acid, 22.5 g (195 mmol) of NEM and 12.83 g (39 mmol) of TOTU were dissolved in 30 ml of DMF and stirred at room temperature for 15 min. 3.33 g (39 mmol) of piperidine were, and the reaction mixture was stirred at room temperature for 16 h. The solvent was removed under reduced pressure. The residue was dissolved in ethyl acetate, and the solution was washed with a saturated sodium hydrogencarbonate solution. The organic phase was dried with sod... Reactants: FC(C=1C=CC=C2C(=CC=NC12)NC1=C(C(=O)OC)C=C(C=C1)F)(F)F (methyl 2-(8-trifluoromethyl-4-quinolinylamino)-5-fluoro-benzoate), [OH-].[Na+] (sodium hydroxide). Run in CO (methanol). Reaction conditions: temperature 60 celsius. Product: FC(C=1C=CC=C2C(=CC=NC12)NC1=C(C(=O)O)C=C(C=C1)F)(F)F (2-(8-trifluoromethyl-4-quinolinylamino)-5-fluoro-benzoic acid). The yield is 90.4%. Reaction SMILES: [F:1][C:2]([F:26])([F:25])[C:3]1[CH:4]=[CH:5][CH:6]=[C:7]2[C:12]=1[N:11]=[CH:10][CH:9]=[C:8]2[NH:13][C:14]1[CH:23]=[CH:22][C:21]([F:24])=[CH:20][C:15]=1[C:16]([O:18]C)=[O:17].[OH-].[Na+]>CO>[F:26][C:2]([F:1])([F:25])[C:3]1[CH:4]=[CH:5][CH:6]=[C:7]2[C:12]=1[N:11]=[CH:10][CH:9]=[C:8]2[NH:13][C:14]1[CH:23]=[CH:22][C:21]([F:24])=[CH:20][C:15]=1[C:16]([OH:18])=[O:17] |f:1.2|. Procedure details: A mixture of 1.45 g of the product of Example 11, 4 ml of 2 N sodium hydroxide solution and 21 ml of methanol was refluxed and the methanol was evaporated. 25 ml of water were added to the mixture and the solution was filtered through asbestos. The solution was heated to 60° C. and was acidified with concentrated hydrochloric acid. The resulting suspension was cooled and filtered and the recovered precipitate was washed with water and dried to obtain 1.26 g of 2-(8-trifluoromethyl-4-quinolinylam... Starting materials: CC(=O)c1c(Cl)nc(-c2ccccc2)n1Cc1ccc(-c2ccccc2S(=O)(=O)NC(C)(C)C)cc1, COc1ccccc1, O=C(O)C(F)(F)F. Yields the product CC(=O)c1c(Cl)nc(-c2ccccc2)n1Cc1ccc(-c2ccccc2S(N)(=O)=O)cc1. RXN SMILES: [C:1]([CH3:2])([CH3:3])([CH3:4])[NH:5][S:6](=[O:7])(=[O:8])[c:9]1[c:10](-[c:15]2[cH:16][cH:17][c:18]([CH2:21][n:22]3[c:23](-[c:31]4[cH:32][cH:33][cH:34][cH:35][cH:36]4)[n:24][c:25]([Cl:30])[c:26]3[C:27]([CH3:28])=[O:29])[cH:19][cH:20]2)[cH:11][cH:12][cH:13][cH:14]1.[CH3:37][O:38][c:39]1[cH:40][cH:41][cH:42][cH:43][cH:44]1.[OH:45][C:46]([C:47]([F:48])([F:49])[F:50])=[O:51]>>[NH2:5][S:6](=[O:7])(=[O:8])[c:9]1[c:10](-[c:15]2[cH:16][cH:17][c:18]([CH2:21][n:22]3[c:23](-[c:31]4[cH:32][cH:33][cH:34][cH:35][cH:36]4)[n:24][c:25]([Cl:30])[c:26]3[C:27]([CH3:28])=[O:29])[cH:19][cH:20]2)[cH:11][cH:12][cH:13][cH:14]1. Starting materials: E1, ClC=1C=C2N(C(N1)=O)C[C@@H](N2C)C ((s)-7-chloro-1,2-dimethyl-2,3-dihydroimidazo[1,2-c]pyrimidin-5(1H)-one), FC=1C=C(C=CC1OC=1C=NC(=CC1)C(F)(F)F)CO ((3-fluoro-4-((6-(trifluoromethyl)pyridin-3-yl)oxy)phenyl)methanol). Yields the product FC=1C=C(COC=2C=C3N(C(N2)=O)C[C@@H](N3C)C)C=CC1OC=1C=NC(=CC1)C(F)(F)F ((S)-7-((3-fluoro-4-((6-(trifluoromethyl)pyridin-3-yl)oxy)benzyl)oxy)-1,2-dimethyl-2,3-dihydroimidazo[1,2-c]pyrimidin-5(1H)-one). Reaction SMILES: Cl[C:2]1[CH:3]=[C:4]2[N:11]([CH3:12])[C@@H:10]([CH3:13])[CH2:9][N:5]2[C:6](=[O:8])[N:7]=1.[F:14][C:15]1[CH:16]=[C:17]([CH2:32][OH:33])[CH:18]=[CH:19][C:20]=1[O:21][C:22]1[CH:23]=[N:24][C:25]([C:28]([F:31])([F:30])[F:29])=[CH:26][CH:27]=1>>[F:14][C:15]1[CH:16]=[C:17]([CH:18]=[CH:19][C:20]=1[O:21][C:22]1[CH:23]=[N:24][C:25]([C:28]([F:31])([F:29])[F:30])=[CH:26][CH:27]=1)[CH2:32][O:33][C:2]1[CH:3]=[C:4]2[N:11]([CH3:12])[C@@H:10]([CH3:13])[CH2:9][N:5]2[C:6](=[O:8])[N:7]=1. Reported procedure: The title compound was prepared by a procedure similar to that described for E1 starting from (s)-7-chloro-1,2-dimethyl-2,3-dihydroimidazo[1,2-c]pyrimidin-5(1H)-one and (3-fluoro-4-((6-(trifluoromethyl)pyridin-3-yl)oxy)phenyl)methanol. The reactants are C1CCOC1, Cc1nc(-c2cn(S(=O)(=O)c3ccccc3)c3ncc(C4=CCC5(CC4)OCCO5)cc23)cs1, CCO. Yields the product Cc1nc(-c2cn(S(=O)(=O)c3ccccc3)c3ncc(C4CCC5(CC4)OCCO5)cc23)cs1. RXN SMILES: [CH2:38]1[O:39][CH2:40][CH2:41][CH2:42]1.[CH3:1][c:2]1[s:3][cH:4][c:5](-[c:7]2[cH:8][n:9]([S:26](=[O:27])(=[O:28])[c:29]3[cH:30][cH:31][cH:32][cH:33][cH:34]3)[c:10]3[n:11][cH:12][c:13]([C:16]4=[CH:17][CH2:18][C:19]5([O:20][CH2:21][CH2:22][O:23]5)[CH2:24][CH2:25]4)[cH:14][c:15]23)[n:6]1.[CH3:35][CH2:36][OH:37]>>[CH3:1][c:2]1[s:3][cH:4][c:5](-[c:7]2[cH:8][n:9]([S:26](=[O:27])(=[O:28])[c:29]3[cH:30][cH:31][cH:32][cH:33][cH:34]3)[c:10]3[n:11][cH:12][c:13]([CH:16]4[CH2:17][CH2:18][C:19]5([O:20][CH2:21][CH2:22][O:23]5)[CH2:24][CH2:25]4)[cH:14][c:15]23)[n:6]1. Starting materials: CCO, N#Cc1c(-c2ccccc2)nc(N)[nH]c1=S, BrCCCc1ccccc1. Product: N#Cc1c(SCCCc2ccccc2)nc(N)nc1-c1ccccc1. Reaction SMILES: [CH3:27][CH2:28][OH:29].[NH2:1][c:2]1[nH:3][c:4](=[S:16])[c:5]([C:14]#[N:15])[c:6](-[c:8]2[cH:9][cH:10][cH:11][cH:12][cH:13]2)[n:7]1.[c:17]1([CH2:23][CH2:24][CH2:25][Br:26])[cH:18][cH:19][cH:20][cH:21][cH:22]1>>[NH2:1][c:2]1[n:3][c:4]([S:16][CH2:25][CH2:24][CH2:23][c:17]2[cH:18][cH:19][cH:20][cH:21][cH:22]2)[c:5]([C:14]#[N:15])[c:6](-[c:8]2[cH:9][cH:10][cH:11][cH:12][cH:13]2)[n:7]1.